Dataset: the Open Reaction Database (ORD), a public repository of structured organic reaction records. Task: describe an organic reaction: reactants, conditions, products, and yield The reactants are O=C([O-])O, C1CCNCC1, ClCCl, CCC(C)=O, COc1cc2c(cc1OC)C(c1ccccc1)N(C(=O)NCCCl)CC2, [K+]. The product is COc1cc2c(cc1OC)C(c1ccccc1)N(C(=O)NCCN1CCCCC1)CC2. Reaction SMILES: [C:38](=[O:39])([OH:40])[O-:41].[CH2:27]1[CH2:28][CH2:29][NH:30][CH2:31][CH2:32]1.[CH2:43]([Cl:44])[Cl:45].[CH3:33][C:34](=[O:35])[CH2:36][CH3:37].[Cl:1][CH2:2][CH2:3][NH:4][C:5](=[O:6])[N:7]1[CH:8]([c:21]2[cH:22][cH:23][cH:24][cH:25][cH:26]2)[c:9]2[cH:10][c:11]([O:19][CH3:20])[c:12]([O:17][CH3:18])[cH:13][c:14]2[CH2:15][CH2:16]1.[K+:42]>>[CH2:2]([CH2:3][NH:4][C:5](=[O:6])[N:7]1[CH:8]([c:21]2[cH:22][cH:23][cH:24][cH:25][cH:26]2)[c:9]2[cH:10][c:11]([O:19][CH3:20])[c:12]([O:17][CH3:18])[cH:13][c:14]2[CH2:15][CH2:16]1)[N:30]1[CH2:29][CH2:28][CH2:27][CH2:32][CH2:31]1. Starting materials: CCCBr, Sc1cccc(Br)c1, [K+], [K+], O=C([O-])[O-], CN(C)C=O. Yields the product CCCSc1cccc(Br)c1. RXN SMILES: [Br:15][CH2:16][CH2:17][CH3:18].[Br:1][c:2]1[cH:3][c:4]([SH:8])[cH:5][cH:6][cH:7]1.[K+:10].[K+:9].[O-:11][C:12]([O-:13])=[O:14].[O:19]=[CH:20][N:21]([CH3:22])[CH3:23]>>[Br:1][c:2]1[cH:3][c:4]([S:8][CH2:16][CH2:17][CH3:18])[cH:5][cH:6][cH:7]1. Reactants: ClC1=NC2=CC=CC=C2C(=C1)OCC (2-Chloro-4-ethoxyquinoline), NCCSCC1=C(N=CN1)C (5-(2-aminoethyl)thiomethyl-4-methylimidazole). The product is CC=1N=CNC1CSCCNC1=NC2=CC=CC=C2C(=C1)OCC (2-[2-(4-methyl-5-imidazolylmethylthio)ethylamino]-4-ethoxyquinoline). Isolated yield 30.3%. RXN SMILES: Cl[C:2]1[CH:11]=[C:10]([O:12][CH2:13][CH3:14])[C:9]2[C:4](=[CH:5][CH:6]=[CH:7][CH:8]=2)[N:3]=1.[NH2:15][CH2:16][CH2:17][S:18][CH2:19][C:20]1[NH:24][CH:23]=[N:22][C:21]=1[CH3:25]>>[CH3:25][C:21]1[N:22]=[CH:23][NH:24][C:20]=1[CH2:19][S:18][CH2:17][CH2:16][NH:15][C:2]1[CH:11]=[C:10]([O:12][CH2:13][CH3:14])[C:9]2[C:4](=[CH:5][CH:6]=[CH:7][CH:8]=2)[N:3]=1. Procedure details: 2-Chloro-4-ethoxyquinoline (3.72 gms) and 5-(2-aminoethyl)thiomethyl-4-methylimidazole (3.1 g.) were heated together at 150°-160° C (oilbath temperature) for 3 hours. The residue, on colling, was washed with water and dried. Purification was effected by column chromatography (silica gel column, ethyl acetate-5% methanol eluant) and crystallisation from acetone to give 2-[2-(4-methyl-5-imidazolylmethylthio)ethylamino]-4-ethoxyquinoline (1.86 gms) m.p. 152.5°-153.5° C. The reactants are Cn1cc(-c2ccncc2)c(-c2ccc(O)cc2)n1, [Na+], C1COCCO1, [OH-], c1ccc(P(c2ccccc2)c2ccccc2)cc1, CC(O)c1ccc2ccccc2n1. Product: CC(Oc1ccc(-c2nn(C)cc2-c2ccncc2)cc1)c1ccc2ccccc2n1. Reaction SMILES: [CH3:1][n:2]1[n:3][c:4](-[c:13]2[cH:14][cH:15][c:16]([OH:19])[cH:17][cH:18]2)[c:5](-[c:7]2[cH:8][cH:9][n:10][cH:11][cH:12]2)[cH:6]1.[Na+:53].[O:54]1[CH2:55][CH2:56][O:57][CH2:58][CH2:59]1.[OH-:52].[c:33]1([P:34]([c:35]2[cH:36][cH:37][cH:38][cH:39][cH:40]2)[c:41]2[cH:42][cH:43][cH:44][cH:45][cH:46]2)[cH:47][cH:48][cH:49][cH:50][cH:51]1.[n:20]1[c:21]([CH:30]([CH3:31])[OH:32])[cH:22][cH:23][c:24]2[cH:25][cH:26][cH:27][cH:28][c:29]12>>[CH3:1][n:2]1[n:3][c:4](-[c:13]2[cH:14][cH:15][c:16]([O:19][CH:30]([c:21]3[n:20][c:29]4[c:24]([cH:23][cH:22]3)[cH:25][cH:26][cH:27][cH:28]4)[CH3:31])[cH:17][cH:18]2)[c:5](-[c:7]2[cH:8][cH:9][n:10][cH:11][cH:12]2)[cH:6]1. Starting materials: COC1=CCC23C(C(C=CC=C2C=CC=C3)=O)=C1 (3-methoxy-5H-dibenzo[a,b]cyclohepten-5-one), CO (methanol), [BH4-].[Na+] (sodium borohydride). Solvent: O (water), [OH-].[Na+] (sodium hydroxide). Product: COC=1C=CC2=C(C(C3=C(C=C2)C=CC=C3)O)C1 (3-methoxy-5H-dibenzo[a,d]cyclohepten-5-ol). As a reaction SMILES: [CH3:1][O:2][C:3]1[CH:18]=[C:7]2[C:8](=[O:17])[CH:9]=[CH:10][CH:11]=[C:12]3[CH:13]=[CH:14][CH:15]=[CH:16][C:6]23[CH2:5][CH:4]=1.CO.[BH4-].[Na+]>O.[OH-].[Na+]>[CH3:1][O:2][C:3]1[CH:4]=[CH:5][C:6]2[CH:16]=[CH:15][C:14]3[CH:13]=[CH:12][CH:11]=[CH:10][C:9]=3[CH:8]([OH:17])[C:7]=2[CH:18]=1 |f:2.3,5.6|. Procedure: The 3-methoxy-5H-dibenzo[a,b]cyclohepten-5-one intermediate (6.4 grams, 0.027 mole) was dissolved 140 milliliters of methanol and added to and caused to react with a solution of 2.57 grams (0.0678 mole) of sodium borohydride in 29 milliliters of water and 0.1 milliliter of 10N sodium hydroxide at reflux temperature to obtain 3-methoxy-5H-dibenzo[a,d]cyclohepten-5-ol intermediate which was recovered by vaporizing some of the methanol in vacuo and chilling to obtain a solid which after filtering a...